Dataset: the Open Reaction Database (ORD), a public repository of structured organic reaction records. Task: describe an organic reaction: reactants, conditions, products, and yield Reactants: C(=O)[C@@H]1[C@H]2CC(O[C@H]2C[C@H]1OC(C1=CC=CC=C1)=O)=O ((1S,5R,6R,7R)-6-formyl-7-benzoyloxy-2-oxabicyclo[3.3.0]octan-3-one), C(OC)COC (dimethoxyethane), dimethyl-2-oxo-3 -methyl-6-octynylphosphate, [H-].[Na+] (sodium hydride), C(OC)COC (dimethoxyethane), C(OC)COC (dimethoxyethane). Run at time 30 minute. Yields the product O=C(/C=C/[C@@H]1[C@H]2CC(O[C@H]2C[C@H]1OC(C1=CC=CC=C1)=O)=O)C(CCC#CC)C ((1S,5R,6R,7R)-6-[(E)-(4RS)-3-Oxo-4-methyl-1-nonen-7-ynyl]-7-benzoyloxy-2-oxabicyclo-[3.3.0]octan-3-one). Reaction SMILES: [H-].[Na+].[CH:3]([C@H:5]1[C@H:12]([O:13][C:14](=[O:21])[C:15]2[CH:20]=[CH:19][CH:18]=[CH:17][CH:16]=2)[CH2:11][C@H:10]2[C@@H:6]1[CH2:7][C:8](=[O:22])[O:9]2)=O.[CH2:23]([CH2:26][O:27]C)OC>>[O:27]=[C:26]([CH:11]([CH3:10])[CH2:12][CH2:5][C:6]#[C:7][CH3:8])/[CH:23]=[CH:3]/[C@H:5]1[C@H:12]([O:13][C:14](=[O:21])[C:15]2[CH:20]=[CH:19][CH:18]=[CH:17][CH:16]=2)[CH2:11][C@H:10]2[C@@H:6]1[CH2:7][C:8](=[O:22])[O:9]2 |f:0.1|. Reported procedure: A solution of 7.56 g of dimethyl-2-oxo-3 -methyl-6-octynylphosphate in 60 ml of dimethoxyethane is to a suspension of 1.33 g of sodium hydride (55% strength in oil) in 65 ml of dimethoxyethane at room temperature. Then the solution is agitated for 30 minutes at room temperature and cooled to -30° C. Subsequently, at -20° C., a solution of 7.66 g of (1S,5R,6R,7R)-6-formyl-7-benzoyloxy-2-oxabicyclo[3.3.0]octan-3-one in 84 ml of dimethoxyethane is added thereto and the mixture is stirred for anothe... The reactants are CC1(CCC2=CC=C(C=C12)C1=CC=CC(=N1)N1CCNCC1)C (1-[6-(3,3-dimethylindan-5-yl)pyridin-2-yl]piperazine), OCCCCC=O (5-hydroxypentanal), Cl (hydrochloride). Product: CC1(CCC2=CC=C(C=C12)C1=CC=CC(=N1)N1CCN(CC1)CCCCCO)C (5-{4-[6-(3,3-Dimethylindan-5-yl)pyridin-2-yl]piperazin-1-yl}pentan-1-ol). As a reaction SMILES: [CH3:1][C:2]1([CH3:23])[C:10]2[C:5](=[CH:6][CH:7]=[C:8]([C:11]3[N:16]=[C:15]([N:17]4[CH2:22][CH2:21][NH:20][CH2:19][CH2:18]4)[CH:14]=[CH:13][CH:12]=3)[CH:9]=2)[CH2:4][CH2:3]1.[OH:24][CH2:25][CH2:26][CH2:27][CH2:28][CH:29]=O.Cl>>[CH3:1][C:2]1([CH3:23])[C:10]2[C:5](=[CH:6][CH:7]=[C:8]([C:11]3[N:16]=[C:15]([N:17]4[CH2:22][CH2:21][N:20]([CH2:29][CH2:28][CH2:27][CH2:26][CH2:25][OH:24])[CH2:19][CH2:18]4)[CH:14]=[CH:13][CH:12]=3)[CH:9]=2)[CH2:4][CH2:3]1. Procedure details: The preparation is carried out analogously to FS501 starting from 144 mg (0.47 mmol) of 1-[6-(3,3-dimethylindan-5-yl)pyridin-2-yl]piperazine and 96 mg (0.94 mmol) of 5-hydroxypentanal. The product is the hydrochloride.